From a dataset of the Open Reaction Database (ORD), a public repository of structured organic reaction records. describe an organic reaction: reactants, conditions, products, and yield Starting materials: NC1=CC=C(CC=2NC(C3=C(N2)C(=NN3C)CCC)=O)C=C1 (5-(4-aminobenzyl)-1-methyl-3-propyl-6,7-dihydro-1H-pyrazolo[4,3-d]-pyrimidin-7-one), C(=O)NNC=O (1,2-diformylhydrazine). The solvent is ClCCl (dichloromethane). Conditions: temperature 200 celsius, time 55 minute. The product is CN1N=C(C=2N=C(NC(C21)=O)CC2=CC=C(C=C2)NC=O)CCC (N-{4-[(1-methyl-7-oxo-3-propyl-6,7-dihydro-1H-pyrazolo[4,3-d]pyrimidin-5-yl)methyl]phenyl}methanamide). Yield: 52.2%. RXN SMILES: [NH2:1][C:2]1[CH:22]=[CH:21][C:5]([CH2:6][C:7]2[NH:8][C:9](=[O:20])[C:10]3[N:15]([CH3:16])[N:14]=[C:13]([CH2:17][CH2:18][CH3:19])[C:11]=3[N:12]=2)=[CH:4][CH:3]=1.[CH:23](NNC=O)=[O:24]>ClCCl>[CH3:16][N:15]1[C:10]2[C:9](=[O:20])[NH:8][C:7]([CH2:6][C:5]3[CH:21]=[CH:22][C:2]([NH:1][CH:23]=[O:24])=[CH:3][CH:4]=3)=[N:12][C:11]=2[C:13]([CH2:17][CH2:18][CH3:19])=[N:14]1. Reported procedure: A mixture of 5-(4-aminobenzyl)-1-methyl-3-propyl-6,7-dihydro-1H-pyrazolo[4,3-d]-pyrimidin-7-one (297 mg, 0.0010 mol) and 1,2-diformylhydrazine (101 mg, 0.00115 mol) was heated to 200° C. The resulting melt was then stirred under a nitrogen atmosphere at this temperature for 55 minutes. On cooling, the solid was dissolved in dichloromethane:methanol, pre-absorbed onto silica and purified by flash column chromatography eluting with a solvent gradient of dichloromethane:methanol (99:1 to 96:4 by vo... The reactants are [H-].[Na+] (sodium hydride), SC1=CC=C(C=C1)C(C)=O (1-(4-mercaptophenyl)ethanone), S(C)(=O)(=O)[O-] (mesylate), C1=C(C=CC2=CC=CC=C12)OCCO (2-(2-naphthyloxy)ethanol). Run in CN(C=O)C (dimethylformamide), O (water). Conditions: temperature 60 celsius, time 15 minute. Yields the product C1=C(C=CC2=CC=CC=C12)OCCSC1=CC=C(C=C1)C(C)=O (1-[4-[[2-(2naphthalenyloxy)ethyl]thio]phenyl]ethanone). Yield: 78.7%. Reaction SMILES: [SH:1][C:2]1[CH:7]=[CH:6][C:5]([C:8](=[O:10])[CH3:9])=[CH:4][CH:3]=1.[H-].[Na+].S([O-])(=O)(=O)C.[CH:18]1[C:27]2[C:22](=[CH:23][CH:24]=[CH:25][CH:26]=2)[CH:21]=[CH:20][C:19]=1[O:28][CH2:29][CH2:30]O>CN(C)C=O.O>[CH:18]1[C:27]2[C:22](=[CH:23][CH:24]=[CH:25][CH:26]=2)[CH:21]=[CH:20][C:19]=1[O:28][CH2:29][CH2:30][S:1][C:2]1[CH:7]=[CH:6][C:5]([C:8](=[O:10])[CH3:9])=[CH:4][CH:3]=1 |f:1.2|. Reported procedure: A stirred mixture of 1-(4-mercaptophenyl)ethanone (1.2 g) in dimethylformamide (10 mL) under argon was treated with 55% sodium hydride (0.350 g), stirred for 15 minutes and treated with the mesylate of 2-(2-naphthyloxy)ethanol (2.2 g). The mixture was heated at 60° C. for 2 hours and diluted with water and filtered. The solids were dissolve in dichloromethane, washed once with water, dried (Na2SO4), filtered and evaporated. Crystallization from dichloromethane-hexane provided 2.0 g of 1-[4-[[2-(... Starting materials: FC1=C(NC=2C(=CN(C(C2)=O)C)C(=O)N)C=CC(=C1)I (4-(2-Fluoro-4-iodoanilino)-1-methyl-6-oxo-1,6-dihydro-3-pyridinecarboxamide), C(C#C)O (propargyl alcohol). Reagents/catalysts: [Cu]I (CuI), Cl[Pd]([P](C1=CC=CC=C1)(C2=CC=CC=C2)C3=CC=CC=C3)([P](C4=CC=CC=C4)(C5=CC=CC=C5)C6=CC=CC=C6)Cl ((Ph3P)2PdCl2). Solvent: CN(C)C=O (DMF). Yields the product FC1=C(NC=2C(=CN(C(C2)=O)C)C(=O)N)C=CC(=C1)C#CCO (4-[2-fluoro-4-(3-hydroxy-1-propynyl)anilino]-1-methyl-6-oxo-1,6-dihydro-3-pyridinecarboxamide). The yield is 89.0%. As a reaction SMILES: [F:1][C:2]1[CH:19]=[C:18](I)[CH:17]=[CH:16][C:3]=1[NH:4][C:5]1[C:6]([C:13]([NH2:15])=[O:14])=[CH:7][N:8]([CH3:12])[C:9](=[O:11])[CH:10]=1.[CH2:21]([OH:24])[C:22]#[CH:23]>CN(C=O)C.[Cu]I.Cl[Pd](Cl)([P](C1C=CC=CC=1)(C1C=CC=CC=1)C1C=CC=CC=1)[P](C1C=CC=CC=1)(C1C=CC=CC=1)C1C=CC=CC=1>[F:1][C:2]1[CH:19]=[C:18]([C:23]#[C:22][CH2:21][OH:24])[CH:17]=[CH:16][C:3]=1[NH:4][C:5]1[C:6]([C:13]([NH2:15])=[O:14])=[CH:7][N:8]([CH3:12])[C:9](=[O:11])[CH:10]=1 |^1:34,53|. Procedure: 4-(2-Fluoro-4-iodoanilino)-1-methyl-6-oxo-1,6-dihydro-3-pyridinecarboxamide was reacted with propargyl alcohol in the presence of CuI, (Ph3P)2PdCl2 and TEA in DMF as for example 2. The residue resulting from removal of the reaction solvents under reduced pressure was purified by column chromatography on silica gel (5% MeOH/CH2Cl2 as eluant) to give 4-[2-fluoro-4-(3-hydroxy-1-propynyl)anilino]-1-methyl-6-oxo-1,6-dihydro-3-pyridinecarboxamide as an off-white solid (89%). 1H NMR [(CD3)2SO, 400 MHz]... Run at temperature 40 celsius, time 6 hour. The reagents and catalysts are [Pt] (platinum). Run in C(C)N(CC)CC (triethylamine). Reaction SMILES: [CH3:1][CH:2]([C:8]([C:10]([F:13])([F:12])[F:11])=[O:9])[C:3]([O:5][CH2:6][CH3:7])=[O:4].[H][H]>[Pt].C(N(CC)CC)C>[CH3:1][CH:2]([CH:8]([OH:9])[C:10]([F:13])([F:11])[F:12])[C:3]([O:5][CH2:6][CH3:7])=[O:4]. Reactants: CC(C(=O)OCC)C(=O)C(F)(F)F (Ethyl 2-methyl-4,4,4-trifluoroacetoacetate), [H][H] (Hydrogen). Reported procedure: Ethyl 2-methyl-4,4,4-trifluoroacetoacetate (50 g), under a blanket of nitrogen gas, is heated to 40° C. and treated with platinum (0.1 g of 5% Pt/C, 0.01% load) and triethylamine (0.2 g, 0.4 % load). Hydrogen is charged to a pressure of 5 bars, and the mixture agitated at 40° C. for 6h. After filtration to remove the catalyst, 48.5 g (96% yield) of ethyl 2-methyl-4,4,4-trifluoro-3-hydroxybutyrate is obtained. The product is CC(C(=O)OCC)C(C(F)(F)F)O (ethyl 2-methyl-4,4,4-trifluoro-3-hydroxybutyrate). Isolated yield 96.0%. Reactants: OCN(C)[N+](=O)[O-] (1-Hydroxy-2-nitro-2-azapropane), FC(C(=O)OCN(C)[N+](=O)[O-])(F)F (2-nitro-2-azapropyl trifluoroacetate). Solvent: C(C)#N (acetonitrile). Reaction conditions: time 2 hour. Yields the product [N+](=O)([O-])N(COCN(C)[N+](=O)[O-])C (bis(2-nitro-2-azapropyl) ether). RXN SMILES: [OH:1][CH2:2][N:3]([N+:5]([O-:7])=[O:6])[CH3:4].FC(F)(F)C(O[CH2:13][N:14]([N+:16]([O-:18])=[O:17])[CH3:15])=O>C(#N)C>[N+:5]([N:3]([CH3:4])[CH2:2][O:1][CH2:13][N:14]([N+:16]([O-:18])=[O:17])[CH3:15])([O-:7])=[O:6]. Reported procedure: 1-Hydroxy-2-nitro-2-azapropane (0.52 g, 4.9 mmol) and acetonitrile (0.5 ml) were stirred under nitrogen at -20° C. as 2-nitro-2-azapropyl trifluoroacetate (1.09 g, 5.4 mmol) was added in one portion. The reaction flask was immediately connected to a vacuum pump and brought to 1-2 mm during several minutes. The reaction temperature was allowed to warm to ambient during 21/2 hours, a precipitate forming at about 10° C. After stirring an additional 11/2 hours, the vacuum was removed and cold ether ... The reactants are CN, CO, CN1CCC(=O)CC1, C1CCOC1. Yields the product CNC1CCN(C)CC1. Reaction SMILES: [CH3:14][NH2:15].[CH3:16][OH:17].[CH3:1][N:2]1[CH2:3][CH2:4][C:5](=[O:8])[CH2:6][CH2:7]1.[O:9]1[CH2:10][CH2:11][CH2:12][CH2:13]1>>[CH3:1][N:2]1[CH2:3][CH2:4][CH:5]([NH:15][CH3:14])[CH2:6][CH2:7]1. Reactants: ClC=1C=CC(=C(C1)C1(C(NC2=CC(=CC=C12)C(F)(F)F)=O)O)O ((±)-3-(5-chloro-2-hydroxyphenyl)-1,3-dihydro-3-hydroxy-6-(trifluoromethyl)-2H-indole-2-one), FC(C1=CC=C(CBr)C=C1)(F)F (4-(trifluoromethyl) benzyl bromide), C(=O)([O-])[O-].[K+].[K+] (K2CO3). The solvent is CC(CC)=O (2-butanone). Conditions: temperature 77.5 celsius. Product: ClC=1C=CC(=C(C1)C1(C(NC2=CC(=CC=C12)C(F)(F)F)=O)O)OCC1=CC=C(C=C1)C(F)(F)F ((±)-3-[5-chloro-2-[4-(trifluoromethyl)phenylmethoxy]phenyl]-1,3-dihydro-3-hydroxy-6-(trifluoromethyl)-2H-indole-2-one). Isolated yield 59.9%. RXN SMILES: [Cl:1][C:2]1[CH:3]=[CH:4][C:5]([OH:23])=[C:6]([C:8]2([OH:22])[C:16]3[C:11](=[CH:12][C:13]([C:17]([F:20])([F:19])[F:18])=[CH:14][CH:15]=3)[NH:10][C:9]2=[O:21])[CH:7]=1.[F:24][C:25]([F:35])([F:34])[C:26]1[CH:33]=[CH:32][C:29]([CH2:30]Br)=[CH:28][CH:27]=1.C([O-])([O-])=O.[K+].[K+]>CC(=O)CC>[Cl:1][C:2]1[CH:3]=[CH:4][C:5]([O:23][CH2:30][C:29]2[CH:28]=[CH:27][C:26]([C:25]([F:24])([F:34])[F:35])=[CH:33][CH:32]=2)=[C:6]([C:8]2([OH:22])[C:16]3[C:11](=[CH:12][C:13]([C:17]([F:20])([F:19])[F:18])=[CH:14][CH:15]=3)[NH:10][C:9]2=[O:21])[CH:7]=1 |f:2.3.4|. Reported procedure: To a solution of (±)-3-(5-chloro-2-hydroxyphenyl)-1,3-dihydro-3-hydroxy-6-(trifluoromethyl)-2H-indole-2-one (Preparation 5, 80 mg, 0.233 mmol) in 2-butanone (3mL), was added 4-(trifluoromethyl) benzyl bromide (61 mg, 0.256 mmol), K2CO3 (32 mg, 0.233 mmol) and a catalytic amount of KI. The reaction mixture was heated at 75-80° C. for 2 days. The reaction mixture was then filtered and the filtrate was concentrated in vacuo. The resulting crude product was purified by preparative HPLC to afford the... The reactants are CC(=O)OC(C)=O, Cc1cc(N2CCCC2)c2cc(N3CCCC3)c(N)cc2n1, CC(=O)O, Cl. Yields the product CC(=O)Nc1cc2nc(C)cc(N3CCCC3)c2cc1N1CCCC1, Cl. Reaction SMILES: [CH3:24][C:25](=[O:26])[O:27][C:28](=[O:29])[CH3:30].[CH3:2][c:3]1[n:4][c:5]2[cH:6][c:7]([NH2:23])[c:8]([N:18]3[CH2:19][CH2:20][CH2:21][CH2:22]3)[cH:9][c:10]2[c:11]([N:13]2[CH2:14][CH2:15][CH2:16][CH2:17]2)[cH:12]1.[CH3:31][C:32](=[O:33])[OH:34].[ClH:1]>>[CH3:2][c:3]1[n:4][c:5]2[cH:6][c:7]([NH:23][C:25]([CH3:24])=[O:26])[c:8]([N:18]3[CH2:19][CH2:20][CH2:21][CH2:22]3)[cH:9][c:10]2[c:11]([N:13]2[CH2:14][CH2:15][CH2:16][CH2:17]2)[cH:12]1.[ClH:1]. The reactants are C(CCC)[Sn](C#CC1=CC=CC=C1)(CCCC)CCCC (tributyl(phenylethynyl)tin), BrC=1NC=2C=CC=C3C2C1CCNC3=O (2-Bromo-3,4,5,6-tetrahydro-1H-azepino[5,4,3-cd]indol-6-one), C(C)(C)(C)C1=C(C(=CC(=C1)C)C(C)(C)C)O (2,6-di-t-butyl-4-methyl phenol). The reagents and catalysts are [Pd].C1(=CC=CC=C1)P(C1=CC=CC=C1)C1=CC=CC=C1.C1(=CC=CC=C1)P(C1=CC=CC=C1)C1=CC=CC=C1.C1(=CC=CC=C1)P(C1=CC=CC=C1)C1=CC=CC=C1.C1(=CC=CC=C1)P(C1=CC=CC=C1)C1=CC=CC=C1 (tetrakis(triphenylphosphine) palladium(0)). Run in O (water), CN(C)C=O (DMF). Conditions: temperature 60 celsius. The product is C1(=CC=CC=C1)C#CN1C=C2C=3C(=CC=CC13)C(NCC2)=O ((Phenylethynyl)-3,4,5,6-tetrahydro-1H-azepino[5,4,3-cd]indol-6-one). Yield: 55.2%. RXN SMILES: Br[C:2]1[NH:3][C:4]2[CH:5]=[CH:6][CH:7]=[C:8]3[C:14](=[O:15])[NH:13][CH2:12][CH2:11][C:10]=1[C:9]=23.C([Sn](CCCC)(CCCC)[C:21]#[C:22][C:23]1[CH:28]=[CH:27][CH:26]=[CH:25][CH:24]=1)CCC.C(C1C=C(C)C=C(C(C)(C)C)C=1O)(C)(C)C>CN(C=O)C.O.[Pd].C1(P(C2C=CC=CC=2)C2C=CC=CC=2)C=CC=CC=1.C1(P(C2C=CC=CC=2)C2C=CC=CC=2)C=CC=CC=1.C1(P(C2C=CC=CC=2)C2C=CC=CC=2)C=CC=CC=1.C1(P(C2C=CC=CC=2)C2C=CC=CC=2)C=CC=CC=1>[C:23]1([C:22]#[C:21][N:3]2[C:4]3[CH:5]=[CH:6][CH:7]=[C:8]4[C:14](=[O:15])[NH:13][CH2:12][CH2:11][C:10]([C:9]=34)=[CH:2]2)[CH:28]=[CH:27][CH:26]=[CH:25][CH:24]=1 |f:5.6.7.8.9|. Procedure details: Tricyclic bromide 11 (58.6 mg, 0.22 mmol) in DMF (1 mL) was degassed and treated with tributyl(phenylethynyl)tin (95.2 mg, 0.24 mmol) and tetrakis(triphenylphosphine) palladium(0) (13 mg, 2 mol %). One crystal of 2,6-di-t-butyl-4-methyl phenol was added, and the solution was heated at 60° C. for 10 h. Starting material was still present, so the solution was heated at 100° C. for an additional 2 h. The reaction mixture was cooled to ambient temperature and diluted with water (2 mL) and extracted ...